The task is: describe an organic reaction: reactants, conditions, products, and yield. This data is from the Open Reaction Database (ORD), a public repository of structured organic reaction records. The reactants are O=C([O-])O, CO, [Na+], O=S(Cl)Cl, O=C(O)c1n[nH]c2c1nc(-c1ccccc1)c1ccccc12. The product is COC(=O)c1n[nH]c2c1nc(-c1ccccc1)c1ccccc12. As a reaction SMILES: [C:27](=[O:28])([O-:29])[OH:30].[CH3:32][OH:33].[Na+:31].[S:1]([Cl:2])([Cl:3])=[O:4].[c:5]1(-[c:11]2[n:12][c:13]3[c:14]([c:15]4[cH:16][cH:17][cH:18][cH:19][c:20]24)[nH:21][n:22][c:23]3[C:24](=[O:25])[OH:26])[cH:6][cH:7][cH:8][cH:9][cH:10]1>>[c:5]1(-[c:11]2[n:12][c:13]3[c:14]([c:15]4[cH:16][cH:17][cH:18][cH:19][c:20]24)[nH:21][n:22][c:23]3[C:24](=[O:25])[O:26][CH3:27])[cH:6][cH:7][cH:8][cH:9][cH:10]1. Starting materials: C(C)(=O)N1CC(C2=CC=CC=C12)CCBr (1-acetyl-3-(2-bromoethyl)indoline), C(C)C1(CCNCC1)C1=CC=CC=C1 (4-ethyl-4-phenylpiperidine), C(\C=C\C(=O)O)(=O)O (fumaric acid). The product is C(C)(=O)N1CC(C2=CC=CC=C12)CCN1CCC(CC1)(C1=CC=CC=C1)CC (1-acetyl-3-[2-(4-ethyl-4-phenylpiperidino)ethyl]-indoline). As a reaction SMILES: [C:1]([N:4]1[C:12]2[C:7](=[CH:8][CH:9]=[CH:10][CH:11]=2)[CH:6]([CH2:13][CH2:14]Br)[CH2:5]1)(=[O:3])[CH3:2].[CH2:16]([C:18]1([C:24]2[CH:29]=[CH:28][CH:27]=[CH:26][CH:25]=2)[CH2:23][CH2:22][NH:21][CH2:20][CH2:19]1)[CH3:17].C(O)(=O)/C=C/C(O)=O>>[C:1]([N:4]1[C:12]2[C:7](=[CH:8][CH:9]=[CH:10][CH:11]=2)[CH:6]([CH2:13][CH2:14][N:21]2[CH2:22][CH2:23][C:18]([CH2:16][CH3:17])([C:24]3[CH:29]=[CH:28][CH:27]=[CH:26][CH:25]=3)[CH2:19][CH2:20]2)[CH2:5]1)(=[O:3])[CH3:2]. Procedure: In the manner described in Example 1, treatment of 1-acetyl-3-(2-bromoethyl)indoline with 4-ethyl-4-phenylpiperidine gives an oil. On reaction with molar equivalent of fumaric acid, a crystalline fumarate results. After recrystallization from acetone-hexane it melts at 173°-178°C. The reactants are crude Compound 10, FC(S(=O)(=O)OC1=CC=C2[C@@H](CN(CC2=C1)C)C1=CC2=CC=CC=C2C=C1)(F)F ((S)-2-methyl-4-(naphthalen-2-yl)-1,2,3,4-tetrahydroisoquinolin-7-yl trifluoromethanesulfonate), CN1CC2=CC(=CC=C2[C@@H](C1)C1=CC2=CC=CC=C2C=C1)B1OC(C(O1)(C)C)(C)C ((S)-2-methyl-4-(naphthalen-2-yl)-7-(4,4,5,5-tetramethyl-1,3,2-dioxaborolan-2-yl)-1,2,3,4-tetrahydroisoquinoline), ClC=1N=NC(=CC1)Cl (3,6-dichloropyridazine), C([O-])([O-])=O.[Na+].[Na+] (sodium carbonate). The reagents and catalysts are C1=CC=C(C=C1)[PH+](C2=CC=CC=C2)[C]3[CH][CH][CH][CH]3.C1=CC=C(C=C1)[PH+](C2=CC=CC=C2)[C]3[CH][CH][CH][CH]3.C(Cl)Cl.Cl[Pd]Cl.[Fe] (dichloro[1,1′-bis(diphenylphosphino)ferrocene]palladium(II) dichloromethane adduct). Solvent: CN(C)C=O (DMF). Conditions: temperature 90 celsius. Yields the product ClC1=CC=C(N=N1)C1=CC=C2[C@@H](CN(CC2=C1)C)C1=CC2=CC=CC=C2C=C1 ((S)-7-(6-chloropyridazin-3-yl)-2-methyl-4-(naphthalen-2-yl)-1,2,3,4-tetrahydroisoquinoline). The yield is 45.1%. As a reaction SMILES: FC(F)(F)S(O[C:7]1[CH:16]=[C:15]2[C:10]([C@H:11]([C:18]3[CH:27]=[CH:26][C:25]4[C:20](=[CH:21][CH:22]=[CH:23][CH:24]=4)[CH:19]=3)[CH2:12][N:13]([CH3:17])[CH2:14]2)=[CH:9][CH:8]=1)(=O)=O.CN1C[C@@H](C2C=CC3C(=CC=CC=3)C=2)C2C(=CC(B3OC(C)(C)C(C)(C)O3)=CC=2)C1.[Cl:60][C:61]1[N:62]=[N:63][C:64](Cl)=[CH:65][CH:66]=1.C(=O)([O-])[O-].[Na+].[Na+]>CN(C=O)C.C1C=CC([PH+]([C]2[CH][CH][CH][CH]2)C2C=CC=CC=2)=CC=1.C1C=CC([PH+]([C]2[CH][CH][CH][CH]2)C2C=CC=CC=2)=CC=1.C(Cl)Cl.Cl[Pd]Cl.[Fe]>[Cl:60][C:61]1[N:62]=[N:63][C:64]([C:7]2[CH:16]=[C:15]3[C:10]([C@H:11]([C:18]4[CH:27]=[CH:26][C:25]5[C:20](=[CH:21][CH:22]=[CH:23][CH:24]=5)[CH:19]=4)[CH2:12][N:13]([CH3:17])[CH2:14]3)=[CH:9][CH:8]=2)=[CH:65][CH:66]=1 |f:3.4.5,7.8.9.10.11,^1:83,84,85,86,87,101,102,103,104,105|. Procedure details: A solution of the crude Compound 10 (12.5 g, prepared from 15.1 g of Compound 9 using a similar procedure described earlier for the synthesis of Compound 10), 3,6-dichloropyridazine (5.60 g, 37.6 mmol), and sodium carbonate solution (40 mL. 2M, 80.0 mmol) in DMF (25 mL) was degassed with argon. To this mixture was added dichloro[1,1′-bis(diphenylphosphino)ferrocene]palladium(II) dichloromethane adduct (2.6 g, 3.1 mmol). The resulting mixture was degassed with argon and then heated at 90° C. for ... Starting materials: [Cl-].[NH4+] (ammonium chloride), Grignard reactant, ClC=1C=C(C(=O)C2=CC=C(C=C2)OCC2=CC=CC=C2)C=CC1 (3-chloro-4'-benzyloxy-benzophenone), [Mg] (magnesium), C(C)Br (ethyl bromide). The solvent is CCOCC (ether), O1CCCC1 (tetrahydrofurane). Run at time 30 minute. The product is ClC=1C=C(C=CC1)C(CC)(O)C1=CC=C(C=C1)OCC1=CC=CC=C1 (1-(3-Chlorophenyl)-1-(4-benzyloxyphenyl)-propan-1-ol). Reaction SMILES: [Mg].[CH2:2](Br)[CH3:3].[Cl:5][C:6]1[CH:7]=[C:8]([CH:25]=[CH:26][CH:27]=1)[C:9]([C:11]1[CH:16]=[CH:15][C:14]([O:17][CH2:18][C:19]2[CH:24]=[CH:23][CH:22]=[CH:21][CH:20]=2)=[CH:13][CH:12]=1)=[O:10].[Cl-].[NH4+]>O1CCCC1.CCOCC>[Cl:5][C:6]1[CH:7]=[C:8]([C:9]([C:11]2[CH:12]=[CH:13][C:14]([O:17][CH2:18][C:19]3[CH:24]=[CH:23][CH:22]=[CH:21][CH:20]=3)=[CH:15][CH:16]=2)([OH:10])[CH2:2][CH3:3])[CH:25]=[CH:26][CH:27]=1 |f:3.4|. Procedure: To a Grignard reactant prepared from 7.2 g. of magnesium turnings and 32.6 g. of ethyl bromide in 120 ml. of dry ether a solution of 24 g. of 3-chloro-4'-benzyloxy-benzophenone in 120 ml. of tetrahydrofurane is added dropwise, with stirring at 0° to 5° C. The reaction mixture is then slightly boiled for 30 minutes, and the Grignard complex is decomposed with a saturated aqueous solution of ammonium chloride under cooling. The aqueous phase is extracted with ether, the combined organic phases are... Starting materials: ClCCCl, FC(F)(F)c1ccccc1, OCC12CC3CC(CC(C3)C1)C2. Product: O=CC12CC3CC(CC(C3)C1)C2. Reaction SMILES: [Cl:23][CH2:24][CH2:25][Cl:26].[F:13][C:14]([c:15]1[cH:16][cH:17][cH:18][cH:19][cH:20]1)([F:21])[F:22].[OH:1][CH2:2][C:3]12[CH2:4][CH:5]3[CH2:6][CH:7]([CH2:8][CH:9]([CH2:10]1)[CH2:11]3)[CH2:12]2>>[O:1]=[CH:2][C:3]12[CH2:4][CH:5]3[CH2:6][CH:7]([CH2:8][CH:9]([CH2:10]1)[CH2:11]3)[CH2:12]2. Reactants: C(C)(=O)OCC (ethyl acetate), ClC1=C2C(=NC=C1)N(N=C2CC)C(C)OCC (4-Chloro-1-(1-ethoxyethyl)-3-ethyl-1H-pyrazolo[3,4-b]pyridine), N1=CC(=CC2=CC=CC=C12)B(O)O (quinoline-3-boronic acid), C([O-])([O-])=O.[Na+].[Na+] (sodium carbonate). The reagents and catalysts are C=1C=CC(=CC1)[P](C=2C=CC=CC2)(C=3C=CC=CC3)[Pd]([P](C=4C=CC=CC4)(C=5C=CC=CC5)C=6C=CC=CC6)([P](C=7C=CC=CC7)(C=8C=CC=CC8)C=9C=CC=CC9)[P](C=1C=CC=CC1)(C=1C=CC=CC1)C=1C=CC=CC1 (Tetrakis(triphenylphosphine)palladium(0)). Solvent: O (water), COCCOC (ethylene glycol dimethyl ether). Reaction conditions: temperature 85 celsius, time 25 hour. Yields the product C(C)C1=NNC2=NC=CC(=C21)C=2C=NC1=CC=CC=C1C2 (3-(3-Ethyl-1H-pyrazolo[3,4-b]pyridin-4-yl)quinoline). The yield is 29.0%. Reaction SMILES: Cl[C:2]1[CH:7]=[CH:6][N:5]=[C:4]2[N:8](C(OCC)C)[N:9]=[C:10]([CH2:11][CH3:12])[C:3]=12.[N:18]1[C:27]2[C:22](=[CH:23][CH:24]=[CH:25][CH:26]=2)[CH:21]=[C:20](B(O)O)[CH:19]=1.C(=O)([O-])[O-].[Na+].[Na+].C(OCC)(=O)C>COCCOC.C1C=CC([P]([Pd]([P](C2C=CC=CC=2)(C2C=CC=CC=2)C2C=CC=CC=2)([P](C2C=CC=CC=2)(C2C=CC=CC=2)C2C=CC=CC=2)[P](C2C=CC=CC=2)(C2C=CC=CC=2)C2C=CC=CC=2)(C2C=CC=CC=2)C2C=CC=CC=2)=CC=1.O>[CH2:11]([C:10]1[C:3]2[C:4](=[N:5][CH:6]=[CH:7][C:2]=2[C:20]2[CH:19]=[N:18][C:27]3[C:22]([CH:21]=2)=[CH:23][CH:24]=[CH:25][CH:26]=3)[NH:8][N:9]=1)[CH3:12] |f:2.3.4,^1:52,54,73,92|. Reported procedure: Tetrakis(triphenylphosphine)palladium(0) (0.69 g) was added to a solution of compound (3d) (3.01 g), quinoline-3-boronic acid (2.67 g), and an aqueous sodium carbonate solution (2 M, 23 mL) in ethylene glycol dimethyl ether (30 mL) under a nitrogen atmosphere, followed by stirring at 85° C. for 25 hr. The reaction solution was distributed between ethyl acetate and water. The organic layer was washed with saturated saline and then dried over anhydrous sodium sulfate. After distillation of the sol... Reactants: COC1=C(C=C(C(=O)C2=CNC3=CC=CC=C3C2=O)C=C1)C (3-(4-Methoxy-3-methyl-benzoyl)-1H-quinolin-4-one), BrCC1=NC(=CC=C1)C(F)(F)F (2-bromomethyl-6-trifluoromethyl-pyridine). Run in CN(C=O)C (N,N-dimethylformamide). Product: COC1=C(C=C(C(=O)C2=CN(C3=CC=CC=C3C2=O)CC2=NC(=CC=C2)C(F)(F)F)C=C1)C (3-(4-Methoxy-3-methyl-benzoyl)-1-(6-trifluoromethyl-pyridin-2-ylmethyl)-1H-quinolin-4-one). The yield is 25.3%. RXN SMILES: [CH3:1][O:2][C:3]1[CH:21]=[CH:20][C:6]([C:7]([C:9]2[C:18](=[O:19])[C:17]3[C:12](=[CH:13][CH:14]=[CH:15][CH:16]=3)[NH:11][CH:10]=2)=[O:8])=[CH:5][C:4]=1[CH3:22].Br[CH2:24][C:25]1[CH:30]=[CH:29][CH:28]=[C:27]([C:31]([F:34])([F:33])[F:32])[N:26]=1>CN(C)C=O>[CH3:1][O:2][C:3]1[CH:21]=[CH:20][C:6]([C:7]([C:9]2[C:18](=[O:19])[C:17]3[C:12](=[CH:13][CH:14]=[CH:15][CH:16]=3)[N:11]([CH2:24][C:25]3[CH:30]=[CH:29][CH:28]=[C:27]([C:31]([F:33])([F:32])[F:34])[N:26]=3)[CH:10]=2)=[O:8])=[CH:5][C:4]=1[CH3:22]. Procedure: Experimental conditions analogous to those described for Step 3 of Example 1 were used with 100 mg (0.341 mmol) of 3-(4-Methoxy-3-methyl-benzoyl)-1H-quinolin-4-one, 98.2 mg (0.409 mmol) of 2-bromomethyl-6-trifluoromethyl-pyridine, 16.4 mg (0.409 mmol, 60% dispersion in oil), and 3.5 mL of N,N-dimethylformamide. The crude product was purified by flash column chromatography using a gradient of 20-100% ethyl acetate in hexane to yield 39 mg of 3-(4-Methoxy-3-methyl-benzoyl)-1-(6-trifluoromethyl-pyr... Reactants: C(C1=CC=CC=C1)OC(=O)N1CCC(CC1)C=1OC(=C(N1)COCC(F)(F)F)C1=CC=C(C=C1)Cl (4-[5-(4-Chlorophenyl)-4-(2,2,2-trifluoroethoxymethyl)-oxazol-2-yl]-piperidine-1-carboxylic acid benzyl ester), FC(C(=O)O)(F)F (trifluoroacetic acid). Yields the product FC(C(=O)O)(F)F.ClC1=CC=C(C=C1)C1=C(N=C(O1)C1CCNCC1)COCC(F)(F)F (4-[5-(4-Chlorophenyl)-4-(2,2,2-trifluoroethoxymethyl)-oxazol-2-yl]piperidine trifluoroacetate). As a reaction SMILES: C(OC([N:11]1[CH2:16][CH2:15][CH:14]([C:17]2[O:18][C:19]([C:29]3[CH:34]=[CH:33][C:32]([Cl:35])=[CH:31][CH:30]=3)=[C:20]([CH2:22][O:23][CH2:24][C:25]([F:28])([F:27])[F:26])[N:21]=2)[CH2:13][CH2:12]1)=O)C1C=CC=CC=1.[F:36][C:37]([F:42])([F:41])[C:38]([OH:40])=[O:39]>>[F:36][C:37]([F:42])([F:41])[C:38]([OH:40])=[O:39].[Cl:35][C:32]1[CH:33]=[CH:34][C:29]([C:19]2[O:18][C:17]([CH:14]3[CH2:15][CH2:16][NH:11][CH2:12][CH2:13]3)=[N:21][C:20]=2[CH2:22][O:23][CH2:24][C:25]([F:26])([F:27])[F:28])=[CH:30][CH:31]=1 |f:2.3|. Procedure: A solution of 4-[5-(4-Chlorophenyl)-4-(2,2,2-trifluoroethoxymethyl)-oxazol-2-yl]-piperidine-1-carboxylic acid benzyl ester (3.7600 g, 7.3880 mmol) in trifluoroacetic acid (10 mL, 130 mmol) was stirred at RT for 3 d, then concentrated to a thick oil. This is dissolved with heating in a mixture of hexane and diethyl ether which, upon cooling, precipitated cream-colored solids. These are collected, washed with hexane and dried in vacuo at RT. Reworking the mother liquors gives a second crop of soli... Starting materials: CC(C)CC(=O)Cl, CC(C)CC(=O)Nc1nccnc1C(=O)NCc1ccccc1, CCN(C(C)C)C(C)C, Nc1nccnc1C(=O)O, CN(C)C=O. Yields the product CC(C)CC(=O)Nc1nccnc1C(=O)O. Reaction SMILES: [C:43]([Cl:44])(=[O:45])[CH2:46][CH:47]([CH3:48])[CH3:49].[CH2:1]([NH:2][C:9](=[O:10])[c:11]1[n:12][cH:13][cH:14][n:15][c:16]1[NH:17][C:18]([CH2:19][CH:20]([CH3:21])[CH3:22])=[O:23])[c:3]1[cH:4][cH:5][cH:6][cH:7][cH:8]1.[CH:34]([N:35]([CH:36]([CH3:37])[CH3:38])[CH2:39][CH3:40])([CH3:41])[CH3:42].[NH2:24][c:25]1[c:26]([C:27]([OH:28])=[O:32])[n:29][cH:30][cH:31][n:33]1.[O:50]=[CH:51][N:52]([CH3:53])[CH3:54]>>[C:9]([OH:10])([c:11]1[n:12][cH:13][cH:14][n:15][c:16]1[NH:17][C:18]([CH2:19][CH:20]([CH3:21])[CH3:22])=[O:23])=[O:32].